From a dataset of the Open Reaction Database (ORD), a public repository of structured organic reaction records. describe an organic reaction: reactants, conditions, products, and yield As a reaction SMILES: [CH2:18]([c:19]1[cH:20][cH:21][cH:22][cH:23][cH:24]1)[O:25][C:26](=[O:27])[N:28]1[CH2:29][CH2:30][CH:31]([O:34][CH2:35][C:36](=[O:37])[OH:38])[CH2:32][CH2:33]1.[NH2:1][C:2]([CH:3]1[N:4]([C:9](=[O:10])[O:11][C:12]([CH3:13])([CH3:14])[CH3:15])[CH2:5][CH2:6][CH2:7][CH2:8]1)=[N:16][OH:17]>>[NH2:1][C:2]([CH:3]1[N:4]([C:9](=[O:10])[O:11][C:12]([CH3:13])([CH3:14])[CH3:15])[CH2:5][CH2:6][CH2:7][CH2:8]1)=[N:16][O:17][C:36]([CH2:35][O:34][CH:31]1[CH2:30][CH2:29][N:28]([C:26]([O:25][CH2:18][c:19]2[cH:20][cH:21][cH:22][cH:23][cH:24]2)=[O:27])[CH2:33][CH2:32]1)=[O:37]. Yields the product CC(C)(C)OC(=O)N1CCCCC1C(N)=NOC(=O)COC1CCN(C(=O)OCc2ccccc2)CC1. The reactants are O=C(O)COC1CCN(C(=O)OCc2ccccc2)CC1, CC(C)(C)OC(=O)N1CCCCC1C(N)=NO. The reactants are C(C)C1=CC2=C(C(C3=C(C=C2)C=C(C=C3)C)C=3C(NC(NC3)=O)=O)C=C1 ((±)-5-[2-Ethyl-8-methyl-5H-dibenzo[a,d]cyclohepten-5-yl]-2,4(1H,3H)-pyrimidinedione), C(C)OC(=O)C=1OC(=CC1)CBr (5-bromomethyl-2-furancarboxylic acid ethyl ester). Yields the product C(C)C1=CC2=C(C(C3=C(C=C2)C=C(C=C3)C)C=3C(NC(N(C3)CC3=CC=C(O3)C(=O)OCC)=O)=O)C=C1 ((±)-5-[[5-{2-Ethyl-8-methyl-5H-dibenzo[a,d]cyclohepten-5-yl}-3,4-dihydro-2,4-dioxo-1(2H)-pyrimidinyl]methyl]-2-furancarboxylic acid, ethyl ester). Reaction SMILES: [CH2:1]([C:3]1[CH:26]=[CH:25][C:6]2[CH:7]([C:17]3[C:18](=[O:24])[NH:19][C:20](=[O:23])[NH:21][CH:22]=3)[C:8]3[CH:15]=[CH:14][C:13]([CH3:16])=[CH:12][C:9]=3[CH:10]=[CH:11][C:5]=2[CH:4]=1)[CH3:2].[CH2:27]([O:29][C:30]([C:32]1[O:33][C:34]([CH2:37]Br)=[CH:35][CH:36]=1)=[O:31])[CH3:28]>>[CH2:1]([C:3]1[CH:26]=[CH:25][C:6]2[CH:7]([C:17]3[C:18](=[O:24])[NH:19][C:20](=[O:23])[N:21]([CH2:37][C:34]4[O:33][C:32]([C:30]([O:29][CH2:27][CH3:28])=[O:31])=[CH:36][CH:35]=4)[CH:22]=3)[C:8]3[CH:15]=[CH:14][C:13]([CH3:16])=[CH:12][C:9]=3[CH:10]=[CH:11][C:5]=2[CH:4]=1)[CH3:2]. Reported procedure: The subtitle compound was prepared from the product of step (vi) (0.6 g) and 5-bromomethyl-2-furancarboxylic acid ethyl ester (J. Chem. Soc. Perkin Trans. 1, 1981, 1125, Bull. Chem. Soc. Jpn. 1987, 60, 1807)(0.47 g) according to the method of example 1 step (iv). Purification was by chromatography eluting with 50% ethyl acetate in isohexane. Yield 0.19 g.